The task is: describe an organic reaction: reactants, conditions, products, and yield. This data is from the Open Reaction Database (ORD), a public repository of structured organic reaction records. As a reaction SMILES: [C:24]([OH:25])(=[O:26])[CH3:27].[Cl:16][N:17]([Cl:18])[C:19]([O:20][CH2:21][CH3:22])=[O:23].[Cl:1][C:2]1([Cl:15])[C:3](=[O:14])[NH:4][c:5]2[cH:6][cH:7][c:8]([O:12][CH3:13])[c:9]([Cl:11])[c:10]21>>[Cl:1][C:2]1([Cl:15])[C:3](=[O:14])[NH:4][c:5]2[c:6]([Cl:16])[cH:7][c:8]([O:12][CH3:13])[c:9]([Cl:11])[c:10]21. Product: COc1cc(Cl)c2c(c1Cl)C(Cl)(Cl)C(=O)N2. Starting materials: CC(=O)O, CCOC(=O)N(Cl)Cl, COc1ccc2c(c1Cl)C(Cl)(Cl)C(=O)N2. Starting materials: NC1C(N(C2=C(C(=N1)C1=C(C=CC=C1)F)C=CC=C2)CC(=O)N2CCSCC2)=O ((3RS)-3-amino-2,3-dihydro-5-(2-fluorophenyl)-1-(thiomorpholin-4-yl)carbonylmethyl-1H-1,4-benzodiazepin-2-one), CC=1C=C(C=CC1)N=C=O (3-methylphenyl isocyanate). Run in C(Cl)Cl (methylene chloride), C(Cl)Cl (methylene chloride). Conditions: time 8 hour. The product is FC1=C(C=CC=C1)C1=NC(C(N(C2=C1C=CC=C2)CC(=O)N2CCSCC2)=O)NC(=O)NC2=CC(=CC=C2)C (N-[(3RS)-2,3-dihydro-5-(2-fluorophenyl)-2-oxo-1-(thiomorpholin-4-yl) carbonylmethyl-1H-1,4-benzodiazepin-3-yl)-N'-(3-methylphenyl)urea). The yield is 68.7%. Reaction SMILES: [NH2:1][CH:2]1[N:8]=[C:7]([C:9]2[CH:14]=[CH:13][CH:12]=[CH:11][C:10]=2[F:15])[C:6]2[CH:16]=[CH:17][CH:18]=[CH:19][C:5]=2[N:4]([CH2:20][C:21]([N:23]2[CH2:28][CH2:27][S:26][CH2:25][CH2:24]2)=[O:22])[C:3]1=[O:29].[CH3:30][C:31]1[CH:32]=[C:33]([N:37]=[C:38]=[O:39])[CH:34]=[CH:35][CH:36]=1>C(Cl)Cl>[F:15][C:10]1[CH:11]=[CH:12][CH:13]=[CH:14][C:9]=1[C:7]1[C:6]2[CH:16]=[CH:17][CH:18]=[CH:19][C:5]=2[N:4]([CH2:20][C:21]([N:23]2[CH2:24][CH2:25][S:26][CH2:27][CH2:28]2)=[O:22])[C:3](=[O:29])[CH:2]([NH:1][C:38]([NH:37][C:33]2[CH:34]=[CH:35][CH:36]=[C:31]([CH3:30])[CH:32]=2)=[O:39])[N:8]=1. Procedure details: To a solution of (3RS)-3-amino-2,3-dihydro-5-(2-fluorophenyl)-1-(thiomorpholin-4-yl)carbonylmethyl-1H-1,4-benzodiazepin-2-one (0.11 g) in dry methylene chloride (10 ml) was added dropwise a solution of 3-methylphenyl isocyanate (0.043 g) in dry methylene chloride (5 ml) at ambient temperature. After completion of addition, the mixture was stirred at the same condition overnight. The reaction mixture was concentrated in vacuo to afford a crude product. The product was purified by column chromatog... Starting materials: O=C([O-])O, COCCCOc1cc(CC(C(=O)N2C(=O)OCC2Cc2ccccc2)C(C)C)ccc1OC, [Li+], [Na+], [Na+], [Na+], C1CCOC1, [OH-], O, OO, O=S([O-])[O-]. Product: COCCCOc1cc(CC(C(=O)O)C(C)C)ccc1OC. Reaction SMILES: [C:45](=[O:46])([O-:47])[OH:48].[CH2:3]([CH:4]1[CH2:5][O:6][C:7](=[O:8])[N:9]1[C:16]([CH:17]([CH2:18][c:19]1[cH:20][c:21]([O:27][CH2:28][CH2:29][CH2:30][O:31][CH3:32])[c:22]([O:25][CH3:26])[cH:23][cH:24]1)[CH:33]([CH3:34])[CH3:35])=[O:36])[c:10]1[cH:11][cH:12][cH:13][cH:14][cH:15]1.[Li+:37].[Na+:43].[Na+:44].[Na+:49].[O:51]1[CH2:52][CH2:53][CH2:54][CH2:55]1.[OH-:38].[OH2:50].[OH:1][OH:2].[S:39](=[O:40])([O-:41])[O-:42]>>[C:16]([CH:17]([CH2:18][c:19]1[cH:20][c:21]([O:27][CH2:28][CH2:29][CH2:30][O:31][CH3:32])[c:22]([O:25][CH3:26])[cH:23][cH:24]1)[CH:33]([CH3:34])[CH3:35])([OH:36])=[O:40]. Starting materials: CC=CC(=O)OCC, CC(=O)Nc1ccc(Br)c2c1CCC2, CC(=O)[O-], CC(=O)[O-], CCCCN(CCCC)CCCC, CN(C)C=O, [Pd+2], Cc1ccccc1P(c1ccccc1C)c1ccccc1C. The product is CCOC(=O)C=C(C)c1ccc(NC(C)=O)c2c1CCC2. Reaction SMILES: [C:15]([CH:16]=[CH:17][CH3:18])(=[O:19])[O:20][CH2:21][CH3:22].[C:1]([CH3:2])(=[O:3])[NH:4][c:5]1[c:6]2[c:10]([c:11]([Br:14])[cH:12][cH:13]1)[CH2:9][CH2:8][CH2:7]2.[C:63]([O-:64])(=[O:65])[CH3:66].[C:67]([O-:68])(=[O:69])[CH3:70].[CH3:45][CH2:46][CH2:47][CH2:48][N:49]([CH2:50][CH2:51][CH2:52][CH3:53])[CH2:54][CH2:55][CH2:56][CH3:57].[CH3:58][N:59]([CH3:60])[CH:61]=[O:62].[Pd+2:71].[c:23]1([CH3:24])[cH:25][cH:26][cH:27][cH:28][c:29]1[P:30]([c:31]1[cH:32][cH:33][cH:34][cH:35][c:36]1[CH3:37])[c:38]1[cH:39][cH:40][cH:41][cH:42][c:43]1[CH3:44]>>[C:1]([CH3:2])(=[O:3])[NH:4][c:5]1[c:6]2[c:10]([c:11]([C:17](=[CH:16][C:15](=[O:19])[O:20][CH2:21][CH3:22])[CH3:18])[cH:12][cH:13]1)[CH2:9][CH2:8][CH2:7]2. Reactants: ClC1=CC(=NC(=C1C#N)C)Cl (4,6-dichloro-2-methylnicotinonitrile), C1(=CC=CC=C1)[C@@H](C)NC(=O)N ((R)-1-(1-phenylethyl)urea), C([O-])([O-])=O.[Cs+].[Cs+] (cesium carbonate). Reagents/catalysts: C(C)(=O)[O-].[Pd+2].C(C)(=O)[O-] (palladium(II)acetate), CC1(C2=C(C(=CC=C2)P(C3=CC=CC=C3)C4=CC=CC=C4)OC5=C(C=CC=C51)P(C6=CC=CC=C6)C7=CC=CC=C7)C (xantphos). Solvent: O1CCCC1 (Tetrahydrofuran). Run at temperature 50 celsius. Product: ClC1=CC(=NC(=C1C#N)C)NC(=O)N[C@H](C)C1=CC=CC=C1 ((R) -1-(4-chloro-5-cyano-6-methylpyridin-2-yl)-3-(1-phenylethyl)urea). Yield: 86.7%. As a reaction SMILES: [Cl:1][C:2]1[C:7]([C:8]#[N:9])=[C:6]([CH3:10])[N:5]=[C:4](Cl)[CH:3]=1.[C:12]1([C@H:18]([NH:20][C:21]([NH2:23])=[O:22])[CH3:19])[CH:17]=[CH:16][CH:15]=[CH:14][CH:13]=1.C(=O)([O-])[O-].[Cs+].[Cs+]>C([O-])(=O)C.[Pd+2].C([O-])(=O)C.CC1(C)C2C(=C(P(C3C=CC=CC=3)C3C=CC=CC=3)C=CC=2)OC2C(P(C3C=CC=CC=3)C3C=CC=CC=3)=CC=CC1=2.O1CCCC1>[Cl:1][C:2]1[C:7]([C:8]#[N:9])=[C:6]([CH3:10])[N:5]=[C:4]([NH:23][C:21]([NH:20][C@@H:18]([C:12]2[CH:17]=[CH:16][CH:15]=[CH:14][CH:13]=2)[CH3:19])=[O:22])[CH:3]=1 |f:2.3.4,5.6.7|. Reported procedure: A flask was charged with 4,6-dichloro-2-methylnicotinonitrile (1500 mg), (R)-1-(1-phenylethyl)urea (1449 mg), xantphos (371 mg), palladium(II)acetate (90 mg) and cesium carbonate (5.23 g). Tetrahydrofuran (53 mL) was injected and the reaction was heated to 50° C. for 3 hours. LC/MS showed that the reaction cleanly proceeded to completion. The reaction mixture was filtered through celite and the filtrate was concentrated and purified by silica gel chromatography (0-30% DCM/EtOAc). (R) -1-(4-chlor... Yields the product CC(C)(C)C(=O)Nc1nc2ccc3ccc(Br)c(N)c3c2c(=O)[nH]1. Starting materials: CC(C)(C)C(=O)Nc1nc2ccc3ccc(Br)c([N+](=O)[O-])c3c2c(=O)[nH]1, O=C([O-])O, ClCCl, CCO, ClC(Cl)Cl, [Fe], [Na+]. Reaction SMILES: [Br:1][c:2]1[cH:3][cH:4][c:5]2[c:6]([c:7]3[c:8](=[O:22])[nH:9][c:10]([NH:15][C:16]([C:17]([CH3:18])([CH3:19])[CH3:20])=[O:21])[n:11][c:12]3[cH:13][cH:14]2)[c:23]1[N+:24]([O-:25])=[O:26].[C:34](=[O:35])([OH:36])[O-:37].[CH2:27]([Cl:28])[Cl:29].[CH3:39][CH2:40][OH:41].[CH:30]([Cl:31])([Cl:32])[Cl:33].[Fe:42].[Na+:38]>>[Br:1][c:2]1[cH:3][cH:4][c:5]2[c:6]([c:7]3[c:8](=[O:22])[nH:9][c:10]([NH:15][C:16]([C:17]([CH3:18])([CH3:19])[CH3:20])=[O:21])[n:11][c:12]3[cH:13][cH:14]2)[c:23]1[NH2:24]. Reactants: CC(C)(C)[Si](C)(C)OC(CCC1C(=O)N(c2ccccc2)C1c1ccc(Br)cc1O)c1ccc(F)cc1, CC(=O)OC(C)=O, CN(C)c1ccncc1, ClCCl. The product is CC(=O)Oc1cc(Br)ccc1C1C(CCC(O[Si](C)(C)C(C)(C)C)c2ccc(F)cc2)C(=O)N1c1ccccc1. As a reaction SMILES: [Br:1][c:2]1[cH:3][c:4]([OH:37])[c:5]([CH:8]2[CH:9]([CH2:19][CH2:20][CH:21]([c:22]3[cH:23][cH:24][c:25]([F:28])[cH:26][cH:27]3)[O:29][Si:30]([CH3:31])([CH3:32])[C:33]([CH3:34])([CH3:35])[CH3:36])[C:10](=[O:18])[N:11]2[c:12]2[cH:13][cH:14][cH:15][cH:16][cH:17]2)[cH:6][cH:7]1.[CH3:38][C:39](=[O:40])[O:41][C:42](=[O:43])[CH3:44].[CH3:48][N:49]([CH3:50])[c:51]1[cH:52][cH:53][n:54][cH:55][cH:56]1.[Cl:45][CH2:46][Cl:47]>>[Br:1][c:2]1[cH:3][c:4]([O:37][C:39]([CH3:38])=[O:40])[c:5]([CH:8]2[CH:9]([CH2:19][CH2:20][CH:21]([c:22]3[cH:23][cH:24][c:25]([F:28])[cH:26][cH:27]3)[O:29][Si:30]([CH3:31])([CH3:32])[C:33]([CH3:34])([CH3:35])[CH3:36])[C:10](=[O:18])[N:11]2[c:12]2[cH:13][cH:14][cH:15][cH:16][cH:17]2)[cH:6][cH:7]1. Run in C(C)O (ethanol). Reagents/catalysts: [Pd] (palladium on carbon). Procedure: To a solution of benzyl 4-(1H-1,2,4-triazol-3-yl)piperidine-1-carboxylate (7.3 g, 25 mmol) in ethanol (100 mL) was added 10% palladium on carbon (500 mg) and the reaction vessel was purged with hydrogen and stirred over an atmosphere of hydrogen for 3 hours. The reaction was filtered and concentrated to give 7-1 as a solid. MS (M+H+): 153.2; 1H-NMR (400 MHz, DMSO-d6): δ 7.99 (s, 1H), 2.98-2.94 (m, 2H), 2.82-2.74 (m, 1H), 2.57-2.50 (m, 2H), 1.82-1.78 (m, 2H), 1.60-1.50 (m, 2H). Conditions: time 3 hour. Product: N1N=C(N=C1)C1CCNCC1 (4-(1H-1,2,4-triazol-3-yl)piperidine). Reactants: N1N=C(N=C1)C1CCN(CC1)C(=O)OCC1=CC=CC=C1 (benzyl 4-(1H-1,2,4-triazol-3-yl)piperidine-1-carboxylate). RXN SMILES: [NH:1]1[CH:5]=[N:4][C:3]([CH:6]2[CH2:11][CH2:10][N:9](C(OCC3C=CC=CC=3)=O)[CH2:8][CH2:7]2)=[N:2]1>C(O)C.[Pd]>[NH:1]1[CH:5]=[N:4][C:3]([CH:6]2[CH2:11][CH2:10][NH:9][CH2:8][CH2:7]2)=[N:2]1. Reactants: Cc1ccc(C(=O)NC(CSCC(=O)OC(C)(C)C)CC(C)C)s1, O=C(O)C(F)(F)F. Product: Cc1ccc(C(=O)NC(CSCC(=O)O)CC(C)C)s1. As a reaction SMILES: [CH3:1][CH:2]([CH2:3][CH:4]([CH2:5][S:6][CH2:7][C:8](=[O:9])[O:10][C:11]([CH3:12])([CH3:13])[CH3:14])[NH:15][C:16](=[O:17])[c:18]1[s:19][c:20]([CH3:23])[cH:21][cH:22]1)[CH3:24].[OH:25][C:26]([C:27]([F:28])([F:29])[F:30])=[O:31]>>[CH3:1][CH:2]([CH2:3][CH:4]([CH2:5][S:6][CH2:7][C:8](=[O:9])[OH:10])[NH:15][C:16](=[O:17])[c:18]1[s:19][c:20]([CH3:23])[cH:21][cH:22]1)[CH3:24].